From a dataset of the Open Reaction Database (ORD), a public repository of structured organic reaction records. describe an organic reaction: reactants, conditions, products, and yield The reactants are CCOC(=O)C1C(c2ccc(OC)cc2)c2ccccc2C1c1ccc2c(c1)OCO2, CCOC(=O)C1=C(c2ccc3c(c2)OCO3)c2ccccc2C1c1ccc(OC)cc1, CCO. Reaction SMILES: [CH3:1][O:2][c:3]1[cH:4][cH:5][c:6]([CH:9]2[CH:10]([C:27](=[O:28])[O:29][CH2:30][CH3:31])[CH:11]([c:18]3[cH:19][c:20]4[c:21]([cH:22][cH:23]3)[O:24][CH2:25][O:26]4)[c:12]3[cH:13][cH:14][cH:15][cH:16][c:17]32)[cH:7][cH:8]1.[CH3:32][O:33][c:34]1[cH:35][cH:36][c:37]([CH:38]2[c:39]3[c:40]([cH:41][cH:42][cH:43][cH:44]3)[C:45]([c:46]3[cH:47][cH:48][c:49]4[c:53]([cH:54]3)[O:52][CH2:51][O:50]4)=[C:55]2[C:56]([O:57][CH2:58][CH3:59])=[O:60])[cH:61][cH:62]1.[CH3:63][CH2:64][OH:65]>>[CH3:1][O:2][c:3]1[cH:4][cH:5][c:6]([CH:9]2[CH:10]([C:27](=[O:28])[OH:29])[CH:11]([c:18]3[cH:19][c:20]4[c:21]([cH:22][cH:23]3)[O:24][CH2:25][O:26]4)[c:12]3[cH:13][cH:14][cH:15][cH:16][c:17]32)[cH:7][cH:8]1. The product is COc1ccc(C2c3ccccc3C(c3ccc4c(c3)OCO4)C2C(=O)O)cc1. The reactants are COC1=CC=C(C(=O)C2=CC=C(C=C2)OC)C=C1 (4,4'-dimethoxybenzophenone), C1(=CC=CC=C1)C (toluene), [Cl-].[NH4+] (ammonium chloride), C[Mg]Br (methylmagnesium bromide). The solvent is O (water), C(C)(=O)O (acetic acid). Run at time 2 hour. The product is COC1=CC=C(C=C1)C(=C)C1=CC=C(C=C1)OC (1,1-di(p-methoxyphenyl)-ethene). Reaction SMILES: [CH3:1][O:2][C:3]1[CH:18]=[CH:17][C:6]([C:7]([C:9]2[CH:14]=[CH:13][C:12]([O:15][CH3:16])=[CH:11][CH:10]=2)=O)=[CH:5][CH:4]=1.[C:19]1(C)C=CC=CC=1.C[Mg]Br.[Cl-].[NH4+]>O.C(O)(=O)C>[CH3:1][O:2][C:3]1[CH:18]=[CH:17][C:6]([C:7]([C:9]2[CH:14]=[CH:13][C:12]([O:15][CH3:16])=[CH:11][CH:10]=2)=[CH2:19])=[CH:5][CH:4]=1 |f:3.4|. Reported procedure: A solution of 258 g 4,4'-dimethoxybenzophenone in 3000 ml warm toluene was added to 1600 ml 1.4M methylmagnesium bromide under nitrogen with stirring, over a one-hour period. The reaction temperature was kept below 40° C. After addition was complete, stirring was continued for one hour at 30°-40° C. and two hours at 50° C. The mixture was cooled to room temperature and poured into a stirred mixture of 400 ml acetic acid and 624 g ammonium chloride in 7200 ml deionized water. After gas evolution ...